Dataset: the Open Reaction Database (ORD), a public repository of structured organic reaction records. Task: describe an organic reaction: reactants, conditions, products, and yield The reactants are Cc1cccc(C(=O)O)c1O, O=P(O)(O)O, OCC=Cc1ccccc1. Yields the product Cc1cccc(C(=O)OCC=Cc2ccccc2)c1O. Reaction SMILES: [CH3:1][c:2]1[cH:3][cH:4][cH:5][c:6]([C:7]([OH:8])=[O:9])[c:10]1[OH:11].[P:22](=[O:23])([OH:24])([OH:25])[OH:26].[c:12]1([CH:18]=[CH:19][CH2:20][OH:21])[cH:13][cH:14][cH:15][cH:16][cH:17]1>>[CH3:1][c:2]1[cH:3][cH:4][cH:5][c:6]([C:7](=[O:8])[O:9][CH2:20][CH:19]=[CH:18][c:12]2[cH:13][cH:14][cH:15][cH:16][cH:17]2)[c:10]1[OH:11]. RXN SMILES: [CH2:16]([CH2:17][CH3:18])[CH:19]1[CH2:20][CH2:21][CH:22]([CH:25]2[CH2:26][CH2:27][CH:28]([CH:31]=[O:32])[CH2:29][CH2:30]2)[CH2:23][CH2:24]1.[CH2:33]1[O:34][CH2:35][CH2:36][CH2:37]1.[CH2:3]([P:4]([CH2:5][CH3:6])[CH2:8][C:9](=[O:10])[O:11][CH2:12][CH3:13])[CH3:7].[H-:1].[H:14][H:15].[Na+:2].[OH2:38]>>[CH:8]([C:9](=[O:10])[O:11][CH2:12][CH3:13])=[CH:31][CH:28]1[CH2:27][CH2:26][CH:25]([CH:22]2[CH2:21][CH2:20][CH:19]([CH2:16][CH2:17][CH3:18])[CH2:24][CH2:23]2)[CH2:30][CH2:29]1. Yields the product CCCC1CCC(C2CCC(C=CC(=O)OCC)CC2)CC1. Reactants: CCCC1CCC(C2CCC(C=O)CC2)CC1, C1CCOC1, CCOC(=O)CP(CC)CC, [H-], [H][H], [Na+], O. Reactants: N1=C(C=CC2=CC=CC=C12)C=NNC(=O)OC(C)(C)C (tert-butyl N′-(quinolin-2-yl)methylene-hydrazinecarboxylate). Reagents/catalysts: [Pd] (Pd/C). Run in CO (methanol). Reaction conditions: time 6 hour. Yields the product N1=C(C=CC2=CC=CC=C12)CNNC(=O)OC(C)(C)C (Tert-butyl N′-(quinolin-2-ylmethyl)-hydrazinecarboxylate). RXN SMILES: [N:1]1[C:10]2[C:5](=[CH:6][CH:7]=[CH:8][CH:9]=2)[CH:4]=[CH:3][C:2]=1[CH:11]=[N:12][NH:13][C:14]([O:16][C:17]([CH3:20])([CH3:19])[CH3:18])=[O:15]>CO.[Pd]>[N:1]1[C:10]2[C:5](=[CH:6][CH:7]=[CH:8][CH:9]=2)[CH:4]=[CH:3][C:2]=1[CH2:11][NH:12][NH:13][C:14]([O:16][C:17]([CH3:20])([CH3:19])[CH3:18])=[O:15]. Procedure details: 0.5 g 10% Pd/C are added to a solution of 15.00 g tert-butyl N′-(quinolin-2-yl)methylene-hydrazinecarboxylate in 200 ml of methanol. The resulting mixture is then shaken for 6 h at ambient temperature under 1 atm H2 pressure. Then the precipitate and the catalyst are separated from the solvent, the precipitate is dissolved in tetrahydrofuran, filtered again and in this way the catalyst is separated off. The THF solution is evaporated down and the residue is triturated with tert-butylmethylether,...